From a dataset of the Open Reaction Database (ORD), a public repository of structured organic reaction records. describe an organic reaction: reactants, conditions, products, and yield The reactants are C1CCOC1, Cc1nc(C=O)co1, CCNC(=O)c1ccc(-n2nnc(C(=O)NC3CC3)c2CP(=O)(OCC)OCC)cc1, [H-], [Na+], O. Product: CCNC(=O)c1ccc(-n2nnc(C(=O)NC3CC3)c2C=Cc2coc(C)n2)cc1. RXN SMILES: [CH2:43]1[O:44][CH2:45][CH2:46][CH2:47]1.[CH3:34][c:35]1[o:36][cH:37][c:38]([CH:40]=[O:41])[n:39]1.[CH:1]1([NH:4][C:5](=[O:6])[c:7]2[n:8][n:9][n:10](-[c:21]3[cH:22][cH:23][c:24]([C:27](=[O:28])[NH:29][CH2:30][CH3:31])[cH:25][cH:26]3)[c:11]2[CH2:12][P:13]([O:14][CH2:15][CH3:16])([O:17][CH2:18][CH3:19])=[O:20])[CH2:2][CH2:3]1.[H-:32].[Na+:33].[OH2:42]>>[CH:1]1([NH:4][C:5](=[O:6])[c:7]2[n:8][n:9][n:10](-[c:21]3[cH:22][cH:23][c:24]([C:27](=[O:28])[NH:29][CH2:30][CH3:31])[cH:25][cH:26]3)[c:11]2[CH:12]=[CH:40][c:38]2[cH:37][o:36][c:35]([CH3:34])[n:39]2)[CH2:2][CH2:3]1. Starting materials: ClCC(=O)OCC (ethyl 2-chloroacetate), C(=O)OCC (ethyl formate), CC(C)(C)[O-].[K+] (potassium 2-methylpropan-2-olate). The solvent is CCOCC (ether). Yields the product Cl\C(=C(\[O-])/OCC)\C=O.[K+] (Potassium (Z)-2-chloro-1-ethoxy-3-oxoprop-1-en-1-olate). RXN SMILES: [Cl:1][CH2:2][C:3]([O:5][CH2:6][CH3:7])=[O:4].[CH:8](OCC)=[O:9].CC([O-])(C)C.[K+:18]>CCOCC>[Cl:1]/[C:2](/[CH:8]=[O:9])=[C:3](\[O:5][CH2:6][CH3:7])/[O-:4].[K+:18] |f:2.3,5.6|. Procedure: A cooled (0° C.) suspension of ethyl 2-chloroacetate (17.47 ml, 163 mmol) and ethyl formate (13.18 ml, 163 mmol) in ether (250 ml) was treated slowly (over 3 hrs) with potassium 2-methylpropan-2-olate (18.31 g, 163 mmol) keeping the temperature below 5° C. The mixture was concentrated in vacuo and the resulting solid was washed with ether and dried (47° C. in a vacuum oven) to afford the title compound; 1H NMR (400 MHz, d6-DMSO) δ 8.95 (1H, s), 3.9 (2H, q), 1.1 (3H, t). Reactants: O (Water), C(C1=CC=CC=C1)OC=1C(=NC(=CC1)Cl)C#CCO (3-(3-(benzyloxy)-6-chloropyridin-2-yl)prop-2-yn-1-ol), [I-].N[N+]1=CC=CC=C1 (1-aminopyridinium iodide), C1CCC2=NCCCN2CC1 (DBU). Run in CC#N (MeCN). Reaction conditions: temperature 80 celsius, time 2 hour. Yields the product C(C1=CC=CC=C1)OC=1C(=NC(=CC1)Cl)C1=NN2C(C=CC=C2)=C1CO ((2-(3-(benzyloxy)-6-chloropyridin-2-yl)pyrazolo[1,5-a]pyridin-3-yl)methanol). Isolated yield 47.5%. RXN SMILES: [CH2:1]([O:8][C:9]1[C:10]([C:16]#[C:17][CH2:18][OH:19])=[N:11][C:12]([Cl:15])=[CH:13][CH:14]=1)[C:2]1[CH:7]=[CH:6][CH:5]=[CH:4][CH:3]=1.[I-].[NH2:21][N+:22]1[CH:27]=[CH:26][CH:25]=[CH:24][CH:23]=1.C1CCN2C(=NCCC2)CC1.O>CC#N>[CH2:1]([O:8][C:9]1[C:10]([C:16]2[C:17]([CH2:18][OH:19])=[C:23]3[CH:24]=[CH:25][CH:26]=[CH:27][N:22]3[N:21]=2)=[N:11][C:12]([Cl:15])=[CH:13][CH:14]=1)[C:2]1[CH:7]=[CH:6][CH:5]=[CH:4][CH:3]=1 |f:1.2|. Reported procedure: A mixture of compound 3-(3-(benzyloxy)-6-chloropyridin-2-yl)prop-2-yn-1-ol (1.9 g, 6.9 mmol), 1-aminopyridinium iodide (2.3 g, 10.4 mmol) and DBU (2.2 g, 14 mmol) in MeCN (15 mL) was stirred at 80° C. for 2 hours. Water (15 mL) was added and the mixture was extracted with ethyl acetate. The organic layer was washed with brine and dried over Na2SO4. After concentrated, the resulting residue was purified using column chromatography (petroleum ether:ethyl acetate=1:1) to provide the product of comp... Starting materials: C(C)C1C(CC(C(C(OC(C2CCCCN2C(C(C2(C(CC(C(C(CC(CC(=C1)C)C)OC)O2)OC)C)O)=O)=O)=O)C(=CC2CC(C(CC2)N)OC)C)C)O)=O (17-ethyl-1,14-dihydroxy-12-[2'-(4"-amino-3"-methoxycyclohexyl)-1'-methylvinyl]-23,25-dimethoxy-13,19,21,27-tetramethyl-11,28-dioxa-4-azatricyclo[22.3.1.04,9 ]octacos-18-ene-2,3,10,16-tetraone), C(C)(=O)OCC(=O)Cl (acetoxyacetyl chloride). The solvent is C(Cl)Cl (methylene chloride), C(Cl)Cl (methylene chloride). Conditions: temperature 0 celsius, time 30 minute. Yields the product C(C)C1C(CC(C(C(OC(C2CCCCN2C(C(C2(C(CC(C(C(CC(CC(=C1)C)C)OC)O2)OC)C)O)=O)=O)=O)C(=CC2CC(C(CC2)NC(COC(C)=O)=O)OC)C)C)O)=O (17-Ethyl-1,14-dihydroxy-12-[2'-(4"-acetoxyacetylamino-3"-methoxycyclohexyl)-1'-methylvinyl]-23,25-dimethoxy-13,19,21,27-tetramethyl-11,28-dioxa-4-azatricyclo[22.3.1.04,9 ]octacos-18-ene-2,3,10,16-tetraone). The yield is 79.9%. Reaction SMILES: [CH2:1]([CH:3]1[CH:29]=[C:28]([CH3:30])[CH2:27][CH:26]([CH3:31])[CH2:25][CH:24]([O:32][CH3:33])[CH:23]2[O:34][C:19]([OH:38])([CH:20]([CH3:37])[CH2:21][CH:22]2[O:35][CH3:36])[C:18](=[O:39])[C:17](=[O:40])[N:16]2[CH:11]([CH2:12][CH2:13][CH2:14][CH2:15]2)[C:10](=[O:41])[O:9][CH:8]([C:42]([CH3:53])=[CH:43][CH:44]2[CH2:49][CH2:48][CH:47]([NH2:50])[CH:46]([O:51][CH3:52])[CH2:45]2)[CH:7]([CH3:54])[CH:6]([OH:55])[CH2:5][C:4]1=[O:56])[CH3:2].[C:57]([O:60][CH2:61][C:62](Cl)=[O:63])(=[O:59])[CH3:58]>C(Cl)Cl>[CH2:1]([CH:3]1[CH:29]=[C:28]([CH3:30])[CH2:27][CH:26]([CH3:31])[CH2:25][CH:24]([O:32][CH3:33])[CH:23]2[O:34][C:19]([OH:38])([CH:20]([CH3:37])[CH2:21][CH:22]2[O:35][CH3:36])[C:18](=[O:39])[C:17](=[O:40])[N:16]2[CH:11]([CH2:12][CH2:13][CH2:14][CH2:15]2)[C:10](=[O:41])[O:9][CH:8]([C:42]([CH3:53])=[CH:43][CH:44]2[CH2:49][CH2:48][CH:47]([NH:50][C:62](=[O:63])[CH2:61][O:60][C:57](=[O:59])[CH3:58])[CH:46]([O:51][CH3:52])[CH2:45]2)[CH:7]([CH3:54])[CH:6]([OH:55])[CH2:5][C:4]1=[O:56])[CH3:2]. Procedure details: A solution of 17-ethyl-1,14-dihydroxy-12-[2'-(4"-amino-3"-methoxycyclohexyl)-1'-methylvinyl]-23,25-dimethoxy-13,19,21,27-tetramethyl-11,28-dioxa-4-azatricyclo[22.3.1.04,9 ]octacos-18-ene-2,3,10,16-tetraone (40 mg) in dry methylene chloride (0.4 ml) was cooled to 0° C. To this solution was added a solution of acetoxyacetyl chloride (9 mg) in methylene chloride (0.5 ml). The reaction mixture was stirred at 0° C. for 30 minutes, and quenched with a drop of methanol. Purification by preparative tlc ... Reactants: C[O-], [Na+], CN(C)C=O, CSc1nn2c(Cl)cc(C)nc2c1S(=O)(=O)c1ccccc1, c1c[nH]cn1. The product is CSc1nn2c(-n3ccnc3)cc(C)nc2c1S(=O)(=O)c1ccccc1. Reaction SMILES: [CH3:1][O-:2].[Na+:3].[O:31]=[CH:32][N:33]([CH3:34])[CH3:35].[c:9]1([S:15](=[O:16])(=[O:17])[c:18]2[c:19]([S:29][CH3:30])[n:20][n:21]3[c:22]2[n:23][c:24]([CH3:28])[cH:25][c:26]3[Cl:27])[cH:10][cH:11][cH:12][cH:13][cH:14]1.[nH:4]1[cH:5][n:6][cH:7][cH:8]1>>[n:4]1(-[c:26]2[n:21]3[n:20][c:19]([S:29][CH3:30])[c:18]([S:15]([c:9]4[cH:10][cH:11][cH:12][cH:13][cH:14]4)(=[O:16])=[O:17])[c:22]3[n:23][c:24]([CH3:28])[cH:25]2)[cH:5][n:6][cH:7][cH:8]1. Product: CCNC(=O)c1ccc(-n2nnc(C(=O)NC3CC3)c2C)c(OCCCl)c1. Starting materials: CCOC(C)=O, CCCCCC, CCNC(=O)c1ccc(-n2nnc(C(=O)NC3CC3)c2C)c(O)c1, ClCCBr. Reaction SMILES: [C:35]([O:36][CH2:37][CH3:38])(=[O:39])[CH3:40].[CH3:29][CH2:30][CH2:31][CH2:32][CH2:33][CH3:34].[CH:1]1([NH:4][C:5](=[O:6])[c:7]2[n:8][n:9][n:10](-[c:13]3[c:14]([OH:24])[cH:15][c:16]([C:19](=[O:20])[NH:21][CH2:22][CH3:23])[cH:17][cH:18]3)[c:11]2[CH3:12])[CH2:2][CH2:3]1.[Cl:25][CH2:26][CH2:27][Br:28]>>[CH:1]1([NH:4][C:5](=[O:6])[c:7]2[n:8][n:9][n:10](-[c:13]3[c:14]([O:24][CH2:27][CH2:26][Cl:25])[cH:15][c:16]([C:19](=[O:20])[NH:21][CH2:22][CH3:23])[cH:17][cH:18]3)[c:11]2[CH3:12])[CH2:2][CH2:3]1. Reactants: [BH4-].[Na+] (sodium borohydride), ClC1=NC=2N(C(=C1CC=O)Cl)N=CC2 (5,7-dichloro-6-(2-oxoethyl)pyrazolo[1,5-a]pyrimidine), [Cl-].[NH4+] (ammonium chloride). The solvent is CO (methanol). Reaction conditions: time 30 minute. Yields the product ClC1=NC=2N(C(=C1CCO)Cl)N=CC2 (2-(5,7-dichloropyrazolo[1,5-a]pyrimidin-6-yl)ethanol). The yield is 146.1%. RXN SMILES: [Cl:1][C:2]1[C:7]([CH2:8][CH:9]=[O:10])=[C:6]([Cl:11])[N:5]2[N:12]=[CH:13][CH:14]=[C:4]2[N:3]=1.[BH4-].[Na+].[Cl-].[NH4+]>CO>[Cl:1][C:2]1[C:7]([CH2:8][CH2:9][OH:10])=[C:6]([Cl:11])[N:5]2[N:12]=[CH:13][CH:14]=[C:4]2[N:3]=1 |f:1.2,3.4|. Procedure details: The above aldehyde (1.82 mmol) was dissolved in methanol (27 mL), and sodium borohydride (302 mg, 7.98 mmol) was added to this solution with ice-cooling. After this mixture was stirred for 30 min, aqueous ammonium chloride was added here. The resultant mixture was extracted with ethyl acetate, and the organic layer was washed with brine and dried over sodium sulfate. After the sodium sulfate was filtered off, the solvent was distilled off, and the residue was purified with column chromatography ... Yields the product COc1cc(C)c(Cl)c(C)c1. RXN SMILES: [C:15](=[O:16])([O-:17])[O-:18].[CH3:11][C:12](=[O:13])[CH3:14].[Cl:1][c:2]1[c:3]([CH3:10])[cH:4][c:5]([OH:9])[cH:6][c:7]1[CH3:8].[I:21][CH3:22].[K+:19].[K+:20].[OH2:23]>>[Cl:1][c:2]1[c:3]([CH3:10])[cH:4][c:5]([O:9][CH3:11])[cH:6][c:7]1[CH3:8]. Starting materials: O=C([O-])[O-], CC(C)=O, Cc1cc(O)cc(C)c1Cl, CI, [K+], [K+], O.